describe an organic reaction: reactants, conditions, products, and yield From a dataset of the Open Reaction Database (ORD), a public repository of structured organic reaction records. Starting materials: CCCCCC(=O)N[C@@H](C1=CC=CC=C1)[C@H](C(=O)O[C@H]2C[C@]3([C@H]([C@H]4[C@@]([C@H](C[C@@H]5[C@]4(CO5)OC(=O)C)O[C@H]6[C@@H]([C@H]([C@@H](CO6)O)O)O)(C(=O)[C@@H](C(=C2C)C3(C)C)O)C)OC(=O)C7=CC=CC=C7)O)O (7-xylosyl-10-deacetyl taxol C), I(=O)(=O)(=O)[O-].[Na+] (Sodium periodate). The solvent is C(C)O (ethanol), O (water). Conditions: temperature 30 celsius, time 30 hour. The product is CCCCCC(=O)N[C@@H](C1=CC=CC=C1)[C@H](C(=O)O[C@H]2C[C@]3([C@H]([C@H]4[C@@]([C@H](C[C@@H]5[C@]4(CO5)OC(=O)C)O)(C(=O)[C@@H](C(=C2C)C3(C)C)O)C)OC(=O)C6=CC=CC=C6)O)O (10-deacetyl taxol C). RXN SMILES: [CH3:1][CH2:2][CH2:3][CH2:4][CH2:5][C:6]([NH:8][C@H:9]([C@@H:16]([OH:67])[C:17]([O:19][C@@H:20]1[C:50]([CH3:51])=[C:49]2[C:52]([CH3:54])([CH3:53])[C@:22]([OH:66])([C@@H:23]([O:57][C:58]([C:60]3[CH:65]=[CH:64][CH:63]=[CH:62][CH:61]=3)=[O:59])[C@@H:24]3[C@:29]4([O:32][C:33]([CH3:35])=[O:34])[CH2:30][O:31][C@@H:28]4[CH2:27][C@H:26]([O:36][C@@H]4OC[C@@H](O)[C@H](O)[C@H]4O)[C@@:25]3([CH3:56])[C:46]([C@@H:48]2[OH:55])=[O:47])[CH2:21]1)=[O:18])[C:10]1[CH:15]=[CH:14][CH:13]=[CH:12][CH:11]=1)=[O:7].I([O-])(=O)(=O)=O.[Na+]>C(O)C.O>[CH3:1][CH2:2][CH2:3][CH2:4][CH2:5][C:6]([NH:8][C@H:9]([C@@H:16]([OH:67])[C:17]([O:19][C@@H:20]1[C:50]([CH3:51])=[C:49]2[C:52]([CH3:54])([CH3:53])[C@:22]([OH:66])([C@@H:23]([O:57][C:58]([C:60]3[CH:65]=[CH:64][CH:63]=[CH:62][CH:61]=3)=[O:59])[C@@H:24]3[C@:29]4([O:32][C:33]([CH3:35])=[O:34])[CH2:30][O:31][C@@H:28]4[CH2:27][C@H:26]([OH:36])[C@@:25]3([CH3:56])[C:46]([C@@H:48]2[OH:55])=[O:47])[CH2:21]1)=[O:18])[C:10]1[CH:15]=[CH:14][CH:13]=[CH:12][CH:11]=1)=[O:7] |f:1.2|. Procedure: To a small reaction flask was added the analogue 7-xylosyl-10-deacetyl taxol C (200 mg) in ethanol (300 ml); Sodium periodate (450 mg in 4 ml water) was added to the resulting solution and the reaction mixture was stirred for 20-40 hours at 20-40° C. The reaction mixture was diluted with water and extracted with ethyl acetate (2×50 ml). The ethyl acetate phase was washed with water, dried over anhydrous sodium sulphate and concentrated in vacuo to a residue. The residue was dissolved in a mixtur... The reactants are ClCCl, O=S(=O)(Cl)Cl, CCOc1ccc(OCC(=O)OC(C)(C)C)c2c1C(=O)N(CSc1ccccc1)S2(=O)=O. Yields the product CCOc1ccc(OCC(=O)OC(C)(C)C)c2c1C(=O)N(CCl)S2(=O)=O. Reaction SMILES: [Cl:38][CH2:39][Cl:40].[S:33]([Cl:34])(=[O:35])([Cl:36])=[O:37].[c:1]1([S:2][CH2:8][N:9]2[S:10](=[O:11])(=[O:12])[c:13]3[c:14]([O:24][CH2:25][C:26](=[O:27])[O:28][C:29]([CH3:30])([CH3:31])[CH3:32])[cH:15][cH:16][c:17]([O:21][CH2:22][CH3:23])[c:18]3[C:19]2=[O:20])[cH:3][cH:4][cH:5][cH:6][cH:7]1>>[CH2:8]([N:9]1[S:10](=[O:11])(=[O:12])[c:13]2[c:14]([O:24][CH2:25][C:26](=[O:27])[O:28][C:29]([CH3:30])([CH3:31])[CH3:32])[cH:15][cH:16][c:17]([O:21][CH2:22][CH3:23])[c:18]2[C:19]1=[O:20])[Cl:36]. The reactants are C(C)OC(C(C(=O)OCC)(CCCCC1=CC=CC=C1)CC1=CC=CC2=CC=CC=C12)=O (2-(1-naphthylmethyl)-2-(4-phenylbutyl)malonic acid diethyl ester), [Cl-].[Li+] (lithium chloride). Run in CS(=O)C (dimethyl sulfoxide), O (water), O (water). The product is C(C)OC(C(CCCCC1=CC=CC=C1)CC1=CC=CC2=CC=CC=C12)=O (2-(1-naphthylmethyl)-6-phenylhexanoic acid ethyl ester). Yield: 89.6%. As a reaction SMILES: [CH2:1]([O:3][C:4](=[O:32])[C:5]([CH2:21][C:22]1[C:31]2[C:26](=[CH:27][CH:28]=[CH:29][CH:30]=2)[CH:25]=[CH:24][CH:23]=1)([CH2:11][CH2:12][CH2:13][CH2:14][C:15]1[CH:20]=[CH:19][CH:18]=[CH:17][CH:16]=1)C(OCC)=O)[CH3:2].[Cl-].[Li+]>CS(C)=O.O>[CH2:1]([O:3][C:4](=[O:32])[CH:5]([CH2:21][C:22]1[C:31]2[C:26](=[CH:27][CH:28]=[CH:29][CH:30]=2)[CH:25]=[CH:24][CH:23]=1)[CH2:11][CH2:12][CH2:13][CH2:14][C:15]1[CH:20]=[CH:19][CH:18]=[CH:17][CH:16]=1)[CH3:2] |f:1.2|. Procedure details: To a solution of 2.76 g of 2-(1-naphthylmethyl)-2-(4-phenylbutyl)malonic acid diethyl ester in 20 ml of dimethyl sulfoxide and 0.5 ml of water was added 1.27 g of lithium chloride, and then the mixture was heated for 8 hours at from 180° to 190° C. After cooling, to the reaction mixture was added water, and the mixture was extracted with ethyl acetate. The organic layer was washed with a saturated sodium chloride aqueous solution, dried over anhydrous magnesium sulfate, and concentrated under re... The reactants are COC([C@@H](NC(=O)C1=C(C=CC=C1Cl)Cl)CC1=CC=C(C=C1)C=1C(N(C(N(C1C)CC)=O)CC)=O)=O (N-[(2,6-dichlorophenyl)carbonyl]-4-(1,3-diethyl-6-methyl-2,4-dioxo-5-pyrimidinyl)-L-phenylalanine methyl ester), [OH-].[Na+] (sodium hydroxide). Run in C(C)O (ethanol). Conditions: temperature 50 celsius, time 2 hour. Product: ClC1=C(C(=CC=C1)Cl)C(=O)N[C@@H](CC1=CC=C(C=C1)C=1C(N(C(N(C1C)CC)=O)CC)=O)C(=O)O (N-[(2,6-dichlorophenyl)carbonyl]-4-(1,3-diethyl-6-methyl-2,4-dioxo-5-pyrimidinyl)-L-phenylalanine). The yield is 80.2%. RXN SMILES: C[O:2][C:3](=[O:36])[C@H:4]([CH2:16][C:17]1[CH:22]=[CH:21][C:20]([C:23]2[C:24](=[O:35])[N:25]([CH2:33][CH3:34])[C:26](=[O:32])[N:27]([CH2:30][CH3:31])[C:28]=2[CH3:29])=[CH:19][CH:18]=1)[NH:5][C:6]([C:8]1[C:13]([Cl:14])=[CH:12][CH:11]=[CH:10][C:9]=1[Cl:15])=[O:7].[OH-].[Na+]>C(O)C>[Cl:14][C:13]1[CH:12]=[CH:11][CH:10]=[C:9]([Cl:15])[C:8]=1[C:6]([NH:5][C@H:4]([C:3]([OH:36])=[O:2])[CH2:16][C:17]1[CH:18]=[CH:19][C:20]([C:23]2[C:24](=[O:35])[N:25]([CH2:33][CH3:34])[C:26](=[O:32])[N:27]([CH2:30][CH3:31])[C:28]=2[CH3:29])=[CH:21][CH:22]=1)=[O:7] |f:1.2|. Procedure details: To a suspension of N-[(2,6-dichlorophenyl)carbonyl]-4-(1,3-diethyl-6-methyl-2,4-dioxo-5-pyrimidinyl)-L-phenylalanine methyl ester (0.77 mmol, 0.41 g) in ethanol (2 mL) was added aqueous 1.0 N sodium hydroxide (1.5 mL) at room temperature. The mixture was heated to 50° C. and the resulting clear solution was stirred for 2 h. Then, the ethanol was removed under reduced pressure and the residue was diluted with water (25 mL) and NaOH (2 mL, 1.0N) to dissolve the sodium salt. The aqueous solution wa... Reactants: ester, CC=1CS[C@H]2N(C1C(=O)O)C([C@H]2NC(COC2=CC=CC=C2)=O)=O (3-Methyl-7β-phenoxyacetamidoceph-3-em-4-carboxylic acid), NC1C2=CC=CC=C2C=2C=CC=CC12 (9-aminofluorene), N(=O)OCC(C)C (isobutyl nitrite). Solvent: ClCCl (dichloromethane). The product is CC=1CS[C@H]2N(C1C(=O)OC1C3=CC=CC=C3C=3C=CC=CC13)C([C@H]2NC(COC2=CC=CC=C2)=O)=O (9-Fluorenyl 3-methyl-7β-phenoxyacetamidoceph-3-em-4-carboxylate). RXN SMILES: [CH3:1][C:2]1[CH2:3][S:4][C@@H:5]2[C@H:12]([NH:13][C:14](=[O:23])[CH2:15][O:16][C:17]3[CH:22]=[CH:21][CH:20]=[CH:19][CH:18]=3)[C:11](=[O:24])[N:6]2[C:7]=1[C:8]([OH:10])=[O:9].N[CH:26]1[C:38]2[CH:37]=[CH:36][CH:35]=[CH:34][C:33]=2[C:32]2[C:27]1=[CH:28][CH:29]=[CH:30][CH:31]=2.N(OCC(C)C)=O>ClCCl>[CH3:1][C:2]1[CH2:3][S:4][C@@H:5]2[C@H:12]([NH:13][C:14](=[O:23])[CH2:15][O:16][C:17]3[CH:18]=[CH:19][CH:20]=[CH:21][CH:22]=3)[C:11](=[O:24])[N:6]2[C:7]=1[C:8]([O:10][CH:26]1[C:27]2[CH:28]=[CH:29][CH:30]=[CH:31][C:32]=2[C:33]2[C:38]1=[CH:37][CH:36]=[CH:35][CH:34]=2)=[O:9]. Procedure: 3-Methyl-7β-phenoxyacetamidoceph-3-em-4-carboxylic acid (3.48 g., 10 m. moles) was dissolved with 9-aminofluorene (17.5 m moles) in dichloromethane (50 ml) together with isobutyl nitrite (3.62 g., 35 m. moles) and warmed at 35° for 18 hours. The reaction mixture was worked up as described in Example 7 except that a small quantity of ester (0.24, 0.48 m. moles) was filtered from the solution after the acid aqueous wash. On removal of the solvent the crystalline ester was slurried with warm isopro... The reactants are C(C)(C)(C)OC(=O)N(C(=O)OC(C)(C)C)C=1C(=C(C=CC1Br)N)Cl (bis(tert-butoxy carbonyl)amino-4-bromo-2-chlorobenzenamine), CC1(OB(OC1(C)C)C1=CCN(CC1)C(=O)OC(C)(C)C)C (tert-butyl 4-(4,4,5,5-tetramethyl-1,3,2-dioxaborolan-2-yl)-5,6-dihydropyridine-1(2H)-carboxylate), C([O-])([O-])=O.[Na+].[Na+] (sodium carbonate). Run in O1CCOCC1 (1,4-dioxane), O (water). Run at temperature 80 celsius. Yields the product C(C)(C)(C)OC(=O)N(C1=C(C=C(C=C1)C1=CCN(CC1)C(=O)OC(C)(C)C)Cl)C(=O)OC(C)(C)C (tert-butyl 4-(4-(bis(tert-butoxycarbonyl)amino)-3-chlorophenyl)-5,6-dihydropyridine-1(2H)-carboxylate). Reaction SMILES: [C:1]([O:5][C:6]([N:8]([C:16]1[C:17]([Cl:24])=[C:18](N)[CH:19]=[CH:20][C:21]=1Br)[C:9]([O:11][C:12]([CH3:15])([CH3:14])[CH3:13])=[O:10])=[O:7])([CH3:4])([CH3:3])[CH3:2].CC1(C)C(C)(C)OB([C:33]2[CH2:38][CH2:37][N:36]([C:39]([O:41][C:42]([CH3:45])([CH3:44])[CH3:43])=[O:40])[CH2:35][CH:34]=2)O1.C(=O)([O-])[O-].[Na+].[Na+]>O1CCOCC1.O>[C:1]([O:5][C:6]([N:8]([C:9]([O:11][C:12]([CH3:15])([CH3:14])[CH3:13])=[O:10])[C:16]1[CH:21]=[CH:20][C:19]([C:33]2[CH2:38][CH2:37][N:36]([C:39]([O:41][C:42]([CH3:43])([CH3:44])[CH3:45])=[O:40])[CH2:35][CH:34]=2)=[CH:18][C:17]=1[Cl:24])=[O:7])([CH3:4])([CH3:3])[CH3:2] |f:2.3.4|. Procedure details: A mixture of the product of Example 60A (380 mg, 1.23 mmol), tert-butyl 4-(4,4,5,5-tetramethyl-1,3,2-dioxaborolan-2-yl)-5,6-dihydropyridine-1(2H)-carboxylate (380 mg, 1.23 mmol) and sodium carbonate (391 mg, 3.69 mmol) in 1,4-dioxane (8 mL) and water (2 mL) was degassed and heated at 80° C. for 16 hours. After cooling to ambient temperature and concentration, the residue was partitioned between ethyl acetate and water and the aqueous layer was extracted with ethyl acetate (3×35 mL). The combined... Reactants: CC(C)(O)c1ccc(Br)nc1, O=C([O-])[O-], CCC(C)(C)O, [K+], [K+], CC(C)(O)c1cc(F)c(-c2nc(C(N)=O)c(N)s2)c(F)c1, O=C(C=Cc1ccccc1)C=Cc1ccccc1, O=C(C=Cc1ccccc1)C=Cc1ccccc1, O=C(C=Cc1ccccc1)C=Cc1ccccc1, [Pd], [Pd]. Product: CC(C)(O)c1ccc(Nc2sc(-c3c(F)cc(C(C)(C)O)cc3F)nc2C(N)=O)nc1. Reaction SMILES: [Br:22][c:23]1[cH:24][cH:25][c:26]([C:29]([CH3:30])([CH3:31])[OH:32])[cH:27][n:28]1.[C:33](=[O:34])([O-:35])[O-:36].[C:39]([OH:40])([CH2:41][CH3:42])([CH3:43])[CH3:44].[K+:37].[K+:38].[NH2:1][c:2]1[c:3]([C:19](=[O:20])[NH2:21])[n:4][c:5](-[c:7]2[c:8]([F:18])[cH:9][c:10]([C:14]([CH3:15])([CH3:16])[OH:17])[cH:11][c:12]2[F:13])[s:6]1.[O:47]=[C:48]([CH:49]=[CH:50][c:51]1[cH:52][cH:53][cH:54][cH:55][cH:56]1)[CH:57]=[CH:58][c:59]1[cH:60][cH:61][cH:62][cH:63][cH:64]1.[O:65]=[C:66]([CH:67]=[CH:68][c:69]1[cH:70][cH:71][cH:72][cH:73][cH:74]1)[CH:75]=[CH:76][c:77]1[cH:78][cH:79][cH:80][cH:81][cH:82]1.[O:83]=[C:84]([CH:85]=[CH:86][c:87]1[cH:88][cH:89][cH:90][cH:91][cH:92]1)[CH:93]=[CH:94][c:95]1[cH:96][cH:97][cH:98][cH:99][cH:100]1.[Pd:45].[Pd:46]>>[NH:1]([c:2]1[c:3]([C:19](=[O:20])[NH2:21])[n:4][c:5](-[c:7]2[c:8]([F:18])[cH:9][c:10]([C:14]([CH3:15])([CH3:16])[OH:17])[cH:11][c:12]2[F:13])[s:6]1)[c:23]1[cH:24][cH:25][c:26]([C:29]([CH3:30])([CH3:31])[OH:32])[cH:27][n:28]1. Reactants: CC1([C@H](C[C@H]1NC1=NC(=NC=C1C(F)(F)F)S(=O)(=O)C)O)C ((1S,3R)-2,2-Dimethyl-3-((2-(methylsulfonyl)-5-(trifluoromethyl)pyrimidin-4-yl)amino)cyclobutanol), Cl.Cl.FC(C)(C)C1=NC=NC=C1CN ((4-(2-fluoropropan-2-yl)pyrimidin-5-yl)methanamine dihydrochloride). Solvent: O1CCOCC1 (dioxane). Run at time 1 hour. Yields the product FC(C)(C)C1=NC=NC=C1CNC1=NC=C(C(=N1)N[C@H]1C([C@H](C1)O)(C)C)C(F)(F)F ((1S,3R)-3-((2-(((4-(2-Fluoropropan-2-yl)pyrimidin-5-yl)methyl)amino)-5-(trifluoromethyl)pyrimidin-4-yl)amino)-2,2-dimethylcyclobutanol). Isolated yield 50.9%. RXN SMILES: [CH3:1][C:2]1([CH3:22])[C@H:5]([NH:6][C:7]2[C:12]([C:13]([F:16])([F:15])[F:14])=[CH:11][N:10]=[C:9](S(C)(=O)=O)[N:8]=2)[CH2:4][C@@H:3]1[OH:21].Cl.Cl.[F:25][C:26]([C:29]1[C:34]([CH2:35][NH2:36])=[CH:33][N:32]=[CH:31][N:30]=1)([CH3:28])[CH3:27]>O1CCOCC1>[F:25][C:26]([C:29]1[C:34]([CH2:35][NH:36][C:9]2[N:8]=[C:7]([NH:6][C@@H:5]3[CH2:4][C@H:3]([OH:21])[C:2]3([CH3:22])[CH3:1])[C:12]([C:13]([F:16])([F:15])[F:14])=[CH:11][N:10]=2)=[CH:33][N:32]=[CH:31][N:30]=1)([CH3:27])[CH3:28] |f:1.2.3|. Reported procedure: A solution of (1S,3R)-2,2-Dimethyl-3-((2-(methylsulfonyl)-5-(trifluoromethyl)pyrimidin-4-yl)amino)cyclobutanol (1.0 equiv.) and (4-(2-fluoropropan-2-yl)pyrimidin-5-yl)methanamine dihydrochloride (1.3 equiv.) were combined in dioxane (0.4 M) and stirred at ambient temperature. After 1 h, the solution was heated to 75° C. After 16 h, the solution was concentrated under reduced pressure and after standard work-up the title compound (50.9% yield) was obtained. The absolute stereochemistry was determ...